Task: describe an organic reaction: reactants, conditions, products, and yield. Dataset: the Open Reaction Database (ORD), a public repository of structured organic reaction records Reactants: [I-].[Na+] (sodium iodide), C([O-])([O-])=O.[Na+].[Na+] (sodium carbonate), ClC=1C=C2C(=CNC2=CC1)CCNC(C1=CC(=CC=C1)CCl)=O (N-(2-(5-chloro-1H-indol-3-yl)ethyl)-3-(chloromethyl)benzamide), ClC1=CC=C(C=C1)B(O)O (4-chlorophenylboronic acid). The reagents and catalysts are C=1C=CC(=CC1)[P](C=2C=CC=CC2)(C=3C=CC=CC3)[Pd]([P](C=4C=CC=CC4)(C=5C=CC=CC5)C=6C=CC=CC6)([P](C=7C=CC=CC7)(C=8C=CC=CC8)C=9C=CC=CC9)[P](C=1C=CC=CC1)(C=1C=CC=CC1)C=1C=CC=CC1 (tetrakis(triphenylphosphine)palladium(0)). Run in O (water), C(OC)COC (dimethoxyethane). The product is eluent, ClC=1C=C2C(=CNC2=CC1)CCNC(C1=CC(=CC=C1)CC1=CC=C(C=C1)Cl)=O (N-(2-(5-Chloro-1H-indol-3-yl)ethyl)-3-(4-chlorobenzyl)benzamide). Yield: 47.8%. As a reaction SMILES: [Cl:1][C:2]1[CH:3]=[C:4]2[C:8](=[CH:9][CH:10]=1)[NH:7][CH:6]=[C:5]2[CH2:11][CH2:12][NH:13][C:14](=[O:23])[C:15]1[CH:20]=[CH:19][CH:18]=[C:17]([CH2:21]Cl)[CH:16]=1.[Cl:24][C:25]1[CH:30]=[CH:29][C:28](B(O)O)=[CH:27][CH:26]=1.C(=O)([O-])[O-].[Na+].[Na+].[I-].[Na+]>C(COC)OC.O.C1C=CC([P]([Pd]([P](C2C=CC=CC=2)(C2C=CC=CC=2)C2C=CC=CC=2)([P](C2C=CC=CC=2)(C2C=CC=CC=2)C2C=CC=CC=2)[P](C2C=CC=CC=2)(C2C=CC=CC=2)C2C=CC=CC=2)(C2C=CC=CC=2)C2C=CC=CC=2)=CC=1>[Cl:1][C:2]1[CH:3]=[C:4]2[C:8](=[CH:9][CH:10]=1)[NH:7][CH:6]=[C:5]2[CH2:11][CH2:12][NH:13][C:14](=[O:23])[C:15]1[CH:20]=[CH:19][CH:18]=[C:17]([CH2:21][C:28]2[CH:29]=[CH:30][C:25]([Cl:24])=[CH:26][CH:27]=2)[CH:16]=1 |f:2.3.4,5.6,^1:52,54,73,92|. Reported procedure: N-(2-(5-chloro-1H-indol-3-yl)ethyl)-3-(4-Chlorobenzyl)benzamide was prepared according to method B with the N-(2-(5-chloro-1H-indol-3-yl)ethyl)-3-(chloromethyl)benzamide (0.060 g; 0.173 mmol), 4-chlorophenylboronic acid (0.028 g; 0.181 mmol), tetrakis(triphenylphosphine)palladium(0) (0.010 g; 0.009 mmol), sodium carbonate (0.037 g; 0.345 mmol), sodium iodide (0.052 g; 0.345 mmol), in dimethoxyethane (3 mL) and water (1 mL), heated in a sealed tube at 130° C. for 18 hours. Flash chromatography on... Reactants: CC(=O)Cl, Cn1nccc(N)c1=O, C1COCCO1, c1ccncc1. Yields the product CC(=O)Nc1ccnn(C)c1=O. Reaction SMILES: [CH3:1][C:2]([Cl:3])=[O:4].[NH2:5][c:6]1[cH:7][cH:8][n:9][n:10]([CH3:13])[c:11]1=[O:12].[O:14]1[CH2:15][CH2:16][O:17][CH2:18][CH2:19]1.[cH:20]1[cH:21][cH:22][n:23][cH:24][cH:25]1>>[CH3:1][C:2](=[O:4])[NH:5][c:6]1[cH:7][cH:8][n:9][n:10]([CH3:13])[c:11]1=[O:12].